From a dataset of the Open Reaction Database (ORD), a public repository of structured organic reaction records. describe an organic reaction: reactants, conditions, products, and yield The reactants are ClC1=CC(=C(C=C1)N)N (4-chloro-1,2-phenylenediamine), ClC=1C=C(C=CC1)C1CC(=O)OC(C1)=O (3-(3-chlorophenyl)glutaric anhydride). The product is ClC1=CC2=C(N=C(N2)CC(CC(=O)O)C2=CC(=CC=C2)Cl)C=C1.Cl (4-(5-chloro-2-benzimidazolyl)-3-(3-chlorophenyl)butanoic acid•HCl). As a reaction SMILES: [Cl:1][C:2]1[CH:7]=[CH:6][C:5]([NH2:8])=[C:4]([NH2:9])[CH:3]=1.[Cl:10][C:11]1[CH:12]=[C:13]([CH:17]2[CH2:23][C:22](=O)[O:21][C:19](=[O:20])[CH2:18]2)[CH:14]=[CH:15][CH:16]=1>>[Cl:1][C:2]1[CH:7]=[CH:6][C:5]2[N:8]=[C:22]([CH2:23][CH:17]([C:13]3[CH:14]=[CH:15][CH:16]=[C:11]([Cl:10])[CH:12]=3)[CH2:18][C:19]([OH:21])=[O:20])[NH:9][C:4]=2[CH:3]=1.[ClH:1] |f:2.3|. Procedure details: By a procedure similar to that of example 1.4, starting from 4-chloro-1,2-phenylenediamine and 3-(3-chlorophenyl)glutaric anhydride, 4-(5-chloro-2-benzimidazolyl)-3-(3-chlorophenyl)butanoic acid•HCl was obtained as light greyish solid.